The task is: describe an organic reaction: reactants, conditions, products, and yield. This data is from the Open Reaction Database (ORD), a public repository of structured organic reaction records. The reactants are CCCCCC, CC(C)O, COC(=O)Nc1ccccc1F, O=S(=O)(O)O. Product: COC(=O)Nc1ccc(C(C)C)cc1F. Reaction SMILES: [CH3:17][CH2:18][CH2:19][CH2:20][CH2:21][CH3:22].[CH:13]([CH3:14])([CH3:15])[OH:16].[F:1][c:2]1[c:3]([NH:4][C:5](=[O:6])[O:7][CH3:8])[cH:9][cH:10][cH:11][cH:12]1.[S:23](=[O:24])(=[O:25])([OH:26])[OH:27]>>[F:1][c:2]1[c:3]([NH:4][C:5](=[O:6])[O:7][CH3:8])[cH:9][cH:10][c:11]([CH:13]([CH3:14])[CH3:15])[cH:12]1.